Dataset: the Open Reaction Database (ORD), a public repository of structured organic reaction records. Task: describe an organic reaction: reactants, conditions, products, and yield Reactants: OCCCCC#CC=1C=C(C=NC1)OC[C@H]1N(CCC1)C (5-(6-hydroxy-1-hexynyl)-3-(1-methyl-2(S) -pyrrolidinylmethoxy)pyridine). The reagents and catalysts are [Pd] (Pd—C). Solvent: CCOC(=O)C (EtOAc). Conditions: time 3 hour. The product is OCCCCCCC=1C=C(C=NC1)OC[C@H]1N(CCC1)C (5-(6-Hydroxy-1-hexanyl)-3-(1-methyl-2(S) -pyrrolidinylmethoxy)pyridine). The yield is 100.6%. As a reaction SMILES: [OH:1][CH2:2][CH2:3][CH2:4][CH2:5][C:6]#[C:7][C:8]1[CH:9]=[C:10]([O:14][CH2:15][C@@H:16]2[CH2:20][CH2:19][CH2:18][N:17]2[CH3:21])[CH:11]=[N:12][CH:13]=1>[Pd].CCOC(C)=O>[OH:1][CH2:2][CH2:3][CH2:4][CH2:5][CH2:6][CH2:7][C:8]1[CH:9]=[C:10]([O:14][CH2:15][C@@H:16]2[CH2:20][CH2:19][CH2:18][N:17]2[CH3:21])[CH:11]=[N:12][CH:13]=1. Procedure details: A mixture of 5-(6-hydroxy-1-hexynyl)-3-(1-methyl-2(S) -pyrrolidinylmethoxy)pyridine (50 mg, 0.17 mmol), 10% Pd—C (10 mg), and EtOAc (5 mL) was stirred under H2 (1 atm) at room temperature for 3 h. The reaction mixture was filtered through Celite and washed with MeOH. The filtrate was concentrated to provide an oil (50 mg, 99%), [α]D−31 (c 1.6, CHCl3). 1H NMR (CDCl3) δ 8.12 (d, 1H, J=2.4 Hz), 8.03 (d, 1H, J=1.5 Hz), 7.03 (t, 1H, J=2.1 Hz), 4.02 (dd, 1H, J=9.3, 5.4 Hz), 3.92 (dd, 1H, J=9.3, 5.4 Hz... The reactants are O=C(Cl)c1ccccc1, CCOCC, N#CN, [Na]. The product is N#CNC(=O)c1ccccc1. Reaction SMILES: [C:1]([c:2]1[cH:3][cH:4][cH:5][cH:6][cH:7]1)(=[O:8])[Cl:9].[CH3:14][CH2:15][O:16][CH2:17][CH3:18].[N:10]#[C:11][NH2:12].[Na:13]>>[C:1]([c:2]1[cH:3][cH:4][cH:5][cH:6][cH:7]1)(=[O:8])[NH:12][C:11]#[N:10]. Starting materials: solution, C(C)[Mg]Br (ethylmagnesium bromide), COC(=O)C=1SC(=C(C1)C)C1=C(C=C(C=C1)C(CC)(CC)C1=CC(=C(C=C1)O[Si](C)(C)C(C)(C)C)C)C (5-(4-{1-[4-(t-butyl-dimethyl-silanyloxy)-3-methyl-phenyl]-1-ethyl-propyl}-2-methyl-phenyl)-4-methyl-thiophene-2-carboxylic acid methyl ester), solution, [F-].C(CCC)[N+](CCCC)(CCCC)CCCC (tetra-n-butylammonium fluoride), residue, C1(=CC=C(C=C1)S(=O)(=O)OC[C@H]1CCC(O1)=O)C ((R)-(−)-Dihydro-5-(p-tolyl-sulfonyloxymethyl)-2(3H)-furanone), C([O-])([O-])=O.[K+].[K+] (potassium carbonate). Run in C(C)(=O)OCC (Ethyl acetate), O1CCCC1 (tetrahydrofuran), O1CCCC1 (tetrahydrofuran), C(C)(=O)OCC (Ethyl acetate), O1CCCC1 (tetrahydrofuran), O1CCCC1 (tetrahydrofuran), CN(C=O)C (N,N-dimethylformamide), C(C)(=O)OCC (Ethyl acetate). Conditions: time 3 hour. Yields the product C(C)C(CC)(C1=CC(=C(C=C1)C=1SC(=CC1C)C(CC)(O)CC)C)C1=CC(=C(OC[C@@H](CCC(=O)O)O)C=C1)C (5-[4-(1-ethyl-1-{4-[5-(1-ethyl-1-hydroxy-propyl)-3-methyl-thiophen-2-yl]-3-methyl-phenyl}-propyl)-2-methyl-phenoxy]-4(R)-hydroxy-pentanoic Acid). Yield: 56.0%. RXN SMILES: [CH2:1]([Mg]Br)[CH3:2].CO[C:7]([C:9]1[S:10][C:11]([C:15]2[CH:20]=[CH:19][C:18]([C:21]([C:26]3[CH:31]=[CH:30][C:29]([O:32][Si](C(C)(C)C)(C)C)=[C:28]([CH3:40])[CH:27]=3)([CH2:24][CH3:25])[CH2:22][CH3:23])=[CH:17][C:16]=2[CH3:41])=[C:12]([CH3:14])[CH:13]=1)=[O:8].[F-].C([N+](CC[CH2:58][CH3:59])(CCCC)CCCC)CCC.C1(C)C=CC(S(O[CH2:70][C@@H:71]2[O:75][C:74](=[O:76])[CH2:73][CH2:72]2)(=O)=O)=CC=1.C(=O)([O-])[O-:79].[K+].[K+]>O1CCCC1.CN(C)C=O.C(OCC)(=O)C>[CH2:24]([C:21]([C:26]1[CH:31]=[CH:30][C:29]([O:32][CH2:70][C@H:71]([OH:75])[CH2:72][CH2:73][C:74]([OH:76])=[O:79])=[C:28]([CH3:40])[CH:27]=1)([C:18]1[CH:19]=[CH:20][C:15]([C:11]2[S:10][C:9]([C:7]([CH2:1][CH3:2])([OH:8])[CH2:58][CH3:59])=[CH:13][C:12]=2[CH3:14])=[C:16]([CH3:41])[CH:17]=1)[CH2:22][CH3:23])[CH3:25] |f:2.3,5.6.7|. Reported procedure: A 0.96 M solution of ethylmagnesium bromide in tetrahydrofuran (0.08 mL, 0.077 mmol) was added to a solution of 5-(4-{1-[4-(t-butyl-dimethyl-silanyloxy)-3-methyl-phenyl]-1-ethyl-propyl}-2-methyl-phenyl)-4-methyl-thiophene-2-carboxylic acid methyl ester (Example 20-(2); 20 mg, 0.039 mmol) in tetrahydrofuran (0.1 mL) at 0° C., and the mixture was stirred at the same temperature for three hours. Ethyl acetate was added to the reaction solution. The organic layer was washed with a saturated aqueous ... Starting materials: C(CC)N (n-propylamine), C(#N)C1=NC(=C(N=C1C#N)Cl)CC(C)C (2,3-Dicyano-5-chloro-6-isobutylpyrazine), [OH-].[Na+] (sodium hydroxide). The solvent is O1CCCC1 (tetrahydrofuran). Yields the product C(#N)C1=NC(=C(N=C1C#N)NCCC)CC(C)C (2,3-dicyano-5-n-propylamino-6-isobutylpyrazine). Isolated yield 85.5%. Reaction SMILES: [C:1]([C:3]1[C:8]([C:9]#[N:10])=[N:7][C:6](Cl)=[C:5]([CH2:12][CH:13]([CH3:15])[CH3:14])[N:4]=1)#[N:2].[CH2:16]([NH2:19])[CH2:17][CH3:18].[OH-].[Na+]>O1CCCC1>[C:1]([C:3]1[C:8]([C:9]#[N:10])=[N:7][C:6]([NH:19][CH2:16][CH2:17][CH3:18])=[C:5]([CH2:12][CH:13]([CH3:15])[CH3:14])[N:4]=1)#[N:2] |f:2.3|. Reported procedure: 2,3-Dicyano-5-chloro-6-isobutylpyrazine (1.10 g; 0.005 mole) was dissolved in 20 ml of tetrahydrofuran. The solution was worked up in the same way as in Example 13 using 0.30 g (0.005 mole) of n-propylamine and 0.02 g (0.005 mole) of sodium hydroxide to afford 1.04 g (yield 85%) of 2,3-dicyano-5-n-propylamino-6-isobutylpyrazine. Starting materials: C1COC2(CNS(C3=C2C=CC=C3)(=O)=O)O1 (3,4-dihydro-2H-1,2-benzothiazin-4-one 1,1-dioxide ethylene acetal), BrCCCl (1-bromo-2-chloroethane), [H-].[Na+] (sodium hydride). The solvent is CN(C)C=O (DMF), CN(C)C=O (DMF), CN(C)C=O (DMF). Conditions: time 1 hour. Product: C1COC2(CN(S(C3=C2C=CC=C3)(=O)=O)CCCl)O1 (2-(2-chloroethyl)-3,4-dihydro2H-1,2-benzothiazin-4-one 1,1-dioxide ethylene acetal). Reaction SMILES: [H-].[Na+].[CH2:3]1[O:18][C:6]2([C:11]3[CH:12]=[CH:13][CH:14]=[CH:15][C:10]=3[S:9](=[O:17])(=[O:16])[NH:8][CH2:7]2)[O:5][CH2:4]1.Br[CH2:20][CH2:21][Cl:22]>CN(C=O)C>[CH2:3]1[O:18][C:6]2([C:11]3[CH:12]=[CH:13][CH:14]=[CH:15][C:10]=3[S:9](=[O:17])(=[O:16])[N:8]([CH2:20][CH2:21][Cl:22])[CH2:7]2)[O:5][CH2:4]1 |f:0.1|. Reported procedure: To a suspension of 440 mg (11 mmol) of 60% sodium hydride in 20 ml of DMF, a solution of 2.41 g (10 mmol) of 3,4-dihydro-2H-1,2-benzothiazin-4-one 1,1-dioxide ethylene acetal in 10 ml of DMF was added under ice cooling and stirring. The reaction mixture was stirred for one hour at 0° C. and then for further one hour at room temperature. Under ice cooling, a solution of 2.86 g (20 mmol) of 1-bromo-2-chloroethane in 10 ml of DMF was added to the reaction mixture, followed by stirring for 16 hours ... Starting materials: CC(C)N1C=2C=CC=CC2C(=C1/C=C/[C@H](C[C@H](CC(=O)[O-])O)O)C=3C=CC(=CC3)F.[Na+] (Lescol), CC(C)N1C=2C=CC=CC2C(=C1/C=C/C(CC(CC(=O)O)O)O)C=3C=CC(=CC3)F (Fluvastatin). Product: CC(C)N1C=2C=CC=CC2C(=C1/C=C/C(CC(CC(=O)[O-])O)O)C=3C=CC(=CC3)F.[Na+] (Fluvastatin sodium). As a reaction SMILES: [CH3:1][CH:2]([N:4]1[C:12](/[CH:13]=[CH:14]/[CH:15]([OH:23])[CH2:16][CH:17]([OH:22])[CH2:18][C:19]([OH:21])=[O:20])=[C:11]([C:24]2[CH:25]=[CH:26][C:27]([F:30])=[CH:28][CH:29]=2)[C:10]2[CH:9]=[CH:8][CH:7]=[CH:6][C:5]1=2)[CH3:3].CC(N1C(/C=C/[C@@H](O)C[C@@H](O)CC([O-])=O)=C(C2C=CC(F)=CC=2)C2C=CC=CC1=2)C.[Na+:61]>>[CH3:3][CH:2]([N:4]1[C:12](/[CH:13]=[CH:14]/[CH:15]([OH:23])[CH2:16][CH:17]([OH:22])[CH2:18][C:19]([O-:21])=[O:20])=[C:11]([C:24]2[CH:29]=[CH:28][C:27]([F:30])=[CH:26][CH:25]=2)[C:10]2[CH:9]=[CH:8][CH:7]=[CH:6][C:5]1=2)[CH3:1].[Na+:61] |f:1.2,3.4|. Procedure details: This example illustrates synthesis of a novel compound of this invention from Fluvastatin. Fluvastatin sodium (5.83 g), which was isolated from Lescol® capsules (commercially available from Novartis Pharmaceuticals, East Hanover, N.J.), was dissolved in 100 mL mixture of methanol and water (50/50, v/v). 50 mL of 10% HCl and 50 mL of methanol were added into the solution and refluxed for 2 hours. Solvent was removed by rotovaping under vacuum to obtain an orange residue. The dry residue (3.23 g) ...